Dataset: the Open Reaction Database (ORD), a public repository of structured organic reaction records. Task: describe an organic reaction: reactants, conditions, products, and yield Starting materials: O=C1COc2ncc(Br)cc2N1, O=C([O-])[O-], CC(=O)[O-], CC(=O)[O-], CC#N, [K+], [K+], O, [Pd+2], OB(O)c1ccccc1, c1ccc(P(c2ccccc2)c2ccccc2)cc1. Product: O=C1COc2ncc(-c3ccccc3)cc2N1. RXN SMILES: [Br:1][c:2]1[cH:3][c:4]2[c:5]([n:11][cH:12]1)[O:6][CH2:7][C:8](=[O:10])[NH:9]2.[C:41](=[O:42])([O-:43])[O-:44].[C:51]([O-:52])(=[O:53])[CH3:54].[C:56]([O-:57])(=[O:58])[CH3:59].[CH3:47][C:48]#[N:49].[K+:45].[K+:46].[OH2:50].[Pd+2:55].[c:13]1([B:19]([OH:20])[OH:21])[cH:14][cH:15][cH:16][cH:17][cH:18]1.[c:22]1([P:23]([c:24]2[cH:25][cH:26][cH:27][cH:28][cH:29]2)[c:30]2[cH:31][cH:32][cH:33][cH:34][cH:35]2)[cH:36][cH:37][cH:38][cH:39][cH:40]1>>[c:2]1(-[c:13]2[cH:14][cH:15][cH:16][cH:17][cH:18]2)[cH:3][c:4]2[c:5]([n:11][cH:12]1)[O:6][CH2:7][C:8](=[O:10])[NH:9]2. Reactants: FC(C(=O)O)(F)F.C(C)C1=CC=C(C=C1)C1CC(CN(C1)C(=O)N1CCCC1)N (5-(4-Ethylphenyl)-1-(pyrrolidin-1-ylcarbonyl)piperidine-3-amine trifluoroacetate), C1(=CC=CC=C1)N1CCN(CC1)C(=O)Cl (4-phenylpiperazine-1-carbonyl chloride). Product: C(C)C1=CC=C(C=C1)C1CC(CN(C1)C(=O)N1CCCC1)NC(=O)N1CCN(CC1)C1=CC=CC=C1 (N-[5-(4-Ethylphenyl)-1-(pyrrolidin-1-ylcarbonyl)piperidin-3-yl]-4-phenylpiperazine-1-carboxamide). RXN SMILES: FC(F)(F)C(O)=O.[CH2:8]([C:10]1[CH:15]=[CH:14][C:13]([CH:16]2[CH2:21][N:20]([C:22]([N:24]3[CH2:28][CH2:27][CH2:26][CH2:25]3)=[O:23])[CH2:19][CH:18]([NH2:29])[CH2:17]2)=[CH:12][CH:11]=1)[CH3:9].[C:30]1([N:36]2[CH2:41][CH2:40][N:39]([C:42](Cl)=[O:43])[CH2:38][CH2:37]2)[CH:35]=[CH:34][CH:33]=[CH:32][CH:31]=1>>[CH2:8]([C:10]1[CH:11]=[CH:12][C:13]([CH:16]2[CH2:21][N:20]([C:22]([N:24]3[CH2:25][CH2:26][CH2:27][CH2:28]3)=[O:23])[CH2:19][CH:18]([NH:29][C:42]([N:39]3[CH2:40][CH2:41][N:36]([C:30]4[CH:31]=[CH:32][CH:33]=[CH:34][CH:35]=4)[CH2:37][CH2:38]3)=[O:43])[CH2:17]2)=[CH:14][CH:15]=1)[CH3:9] |f:0.1|. Procedure: 125 mg (50% pure, 0.15 mmol) of 5-(4-ethylphenyl)-1-(pyrrolidin-1-ylcarbonyl)piperidine-3-amine trifluoroacetate (Example 12A) and 40 mg (0.18 mmol, 1.2 eq.) of 4-phenylpiperazine-1-carbonyl chloride were reacted according to General Method 3. Yield: 13 mg (18% of theory) Reaction SMILES: [CH3:1][O:2][C:3]1[C:4]([CH3:15])=[C:5]([CH2:12][C:13]#[N:14])[CH:6]=[CH:7][C:8]=1[N+:9]([O-])=O>C(O)C.[Pd]>[NH2:9][C:8]1[CH:7]=[CH:6][C:5]([CH2:12][C:13]#[N:14])=[C:4]([CH3:15])[C:3]=1[O:2][CH3:1]. Run at time 3.5 hour. Isolated yield 103.5%. Yields the product NC1=C(C(=C(C=C1)CC#N)C)OC ((4-amino-3-methoxy-2-methyl-phenyl)acetonitrile). Procedure: To a solution of (3-methoxy-2-methyl-4-nitro-phenyl)-acetonitnle (1.03 g, 5.0 mmole) in ethanol (100 mL) was added a small amount of 10% palladium on charcoal catalyst and the mixture hydrogenated on the Parr hydrogenator at 45 psi for 3.5 hours. The reaction mixture was filtered through celite and evaporated under reduced pressure to give the (4-amino-3-methoxy-2-methyl-phenyl)acetonitrile as a solid (0.912 g, 100%). 1H NMR (CDCl3) δ: 2.25 (s, 3H), 3.56 (s, 2H), 3.72 (s, 3H), 3.85 (br, 2H), 6.6... Solvent: C(C)O (ethanol). Reagents/catalysts: [Pd] (palladium on charcoal). Reactants: COC=1C(=C(C=CC1[N+](=O)[O-])CC#N)C ((3-methoxy-2-methyl-4-nitro-phenyl)-acetonitnle). The reactants are IC=1N=CN2C1SC=C2 (7-iodoimidazo[5,1-b]thiazole), C(C=C)OC(=O)N1C[C@H](C[C@H]1C=O)SC=1[C@@H]([C@H]2N(C1C(=O)OCC=C)C([C@@H]2[C@@H](C)O[Si](C)(C)C(C)(C)C)=O)C (allyl(1R,5S,6S)-2-((3S,5S)-1-allyloxycarbonyl-5-formylpyrrolidin-3-yl)thio-6-[(1R)-1-(t-butyldimethylsilyloxy)ethyl]-1-methylcarbapen-2-em-3-carboxylate), [Cl-].[NH4+] (ammonium chloride), C[Mg]I.C(C)OCC (methylmagnesium iodide diethyl ether). Run in C1CCOC1 (THF), C1CCOC1 (THF), C1CCOC1 (THF). Reaction conditions: time 30 minute. Product: C(C=C)OC(=O)N1C[C@H](C[C@H]1C(C=1N=CN2C1SC=C2)O)SC=2[C@@H]([C@H]1N(C2C(=O)OCC=C)C([C@@H]1[C@@H](C)O[Si](C)(C)C(C)(C)C)=O)C (allyl(1R,5S,6S)-2-[(3S,5S)-1-allyloxycarbonyl-5-[1-hydroxy-1-(imidazo[5,1-b]thiazol-7-yl)methyl]pyrrolidin-3-yl]thio-6-[(1R)-1-(t-butyldimethylsilyloxy)ethyl]-1-methylcarbapen-2-em-3-carboxylate). The yield is 40.3%. Reaction SMILES: C[Mg]I.C(OCC)C.I[C:10]1[N:11]=[CH:12][N:13]2[CH:17]=[CH:16][S:15][C:14]=12.[CH2:18]([O:21][C:22]([N:24]1[C@H:28]([CH:29]=[O:30])[CH2:27][C@H:26]([S:31][C:32]2[C@H:33]([CH3:56])[C@@H:34]3[C@@H:44]([C@H:45]([O:47][Si:48]([C:51]([CH3:54])([CH3:53])[CH3:52])([CH3:50])[CH3:49])[CH3:46])[C:43](=[O:55])[N:35]3[C:36]=2[C:37]([O:39][CH2:40][CH:41]=[CH2:42])=[O:38])[CH2:25]1)=[O:23])[CH:19]=[CH2:20].[Cl-].[NH4+]>C1COCC1>[CH2:18]([O:21][C:22]([N:24]1[C@H:28]([CH:29]([OH:30])[C:10]2[N:11]=[CH:12][N:13]3[CH:17]=[CH:16][S:15][C:14]=23)[CH2:27][C@H:26]([S:31][C:32]2[C@H:33]([CH3:56])[C@@H:34]3[C@@H:44]([C@H:45]([O:47][Si:48]([C:51]([CH3:54])([CH3:53])[CH3:52])([CH3:49])[CH3:50])[CH3:46])[C:43](=[O:55])[N:35]3[C:36]=2[C:37]([O:39][CH2:40][CH:41]=[CH2:42])=[O:38])[CH2:25]1)=[O:23])[CH:19]=[CH2:20] |f:0.1,4.5|. Reported procedure: A 2 M methylmagnesium iodide/diethyl ether solution (1.30 ml) is diluted with 10 ml of anhydrous THF, and a solution of 650 mg of 7-iodoimidazo[5,1-b]thiazole in 10 ml of anhydrous THF is added dropwise to the diluted solution in an argon atmosphere over a period of 4 min. The mixture is stirred in this state at room temperature for additional 30 min. The internal temperature is lowered to −48° C., and the solution is added dropwise to a solution of 1.003 g of allyl(1R,5S,6S)-2-((3S,5S)-1-allylo... Yields the product CCOC(=O)CNS(=O)(=O)c1ccc(C(=N)NO)cc1. As a reaction SMILES: [C:18]([c:19]1[cH:20][cH:21][c:22]([S:23]([Cl:24])(=[O:25])=[O:26])[cH:27][cH:28]1)#[N:29].[CH2:31]([CH3:32])[O:33][C:34]([CH2:35][NH2:36])=[O:37].[ClH:30].[OH:1][NH:2][C:3]([c:4]1[cH:5][cH:6][c:7]([S:10]([NH:11][CH2:12][CH2:13][OH:14])(=[O:15])=[O:16])[cH:8][cH:9]1)=[NH:17]>>[OH:1][NH:2][C:3]([c:4]1[cH:5][cH:6][c:7]([S:10](=[O:15])(=[O:16])[NH:36][CH2:35][C:34]([O:33][CH2:31][CH3:32])=[O:37])[cH:8][cH:9]1)=[NH:17]. The reactants are N#Cc1ccc(S(=O)(=O)Cl)cc1, CCOC(=O)CN, Cl, N=C(NO)c1ccc(S(=O)(=O)NCCO)cc1. Reactants: BrC1=CC=NC2=C3N=CC=CC3=CC=C12 (4-bromo-1,10-phenanthroline), C([O-])([O-])=O.[Na+].[Na+] (sodium carbonate), CC1(OB(OC1(C)C)C=1C=C(C=C(C1)B1OC(C(O1)(C)C)(C)C)C1=NC(=NC(=N1)C1=CC=CC=C1)C1=CC=CC=C1)C (2-[3,5-bis(4,4,5,5-tetramethyl-1,3,2-dioxaborolan-2-yl)phenyl]-4,6-diphenyl-1,3,5-triazine), [Cl-].[Li+] (lithium chloride). Reagents/catalysts: C=1C=CC(=CC1)[P](C=2C=CC=CC2)(C=3C=CC=CC3)[Pd]([P](C=4C=CC=CC4)(C=5C=CC=CC5)C=6C=CC=CC6)([P](C=7C=CC=CC7)(C=8C=CC=CC8)C=9C=CC=CC9)[P](C=1C=CC=CC1)(C=1C=CC=CC1)C=1C=CC=CC1 (tetrakis(triphenylphosphine)palladium). Solvent: C1(=CC=CC=C1)C (toluene), C(C)O (ethanol). Run at temperature 100 celsius, time 94 hour. Yields the product N1=CC=C(C2=CC=C3C=CC=NC3=C12)C=1C=C(C=C(C1)C1=CC=NC2=C3N=CC=CC3=CC=C12)C1=NC(=NC(=N1)C1=CC=CC=C1)C1=CC=CC=C1 (2-[3,5-bis(1,10-phenanthrolin-4-yl)phenyl]-4,6-diphenyl-1,3,5-triazine). RXN SMILES: Br[C:2]1[C:15]2[C:6](=[C:7]3[C:12](=[CH:13][CH:14]=2)[CH:11]=[CH:10][CH:9]=[N:8]3)[N:5]=[CH:4][CH:3]=1.CC1(C)C(C)(C)OB([C:24]2[CH:25]=[C:26]([C:39]3[N:44]=[C:43]([C:45]4[CH:50]=[CH:49][CH:48]=[CH:47][CH:46]=4)[N:42]=[C:41](C4C=CC=CC=4)[N:40]=3)[CH:27]=[C:28](B3OC(C)(C)C(C)(C)O3)[CH:29]=2)O1.[Cl-].[Li+].C(=O)([O-])[O-].[Na+].[Na+]>C1C=CC([P]([Pd]([P](C2C=CC=CC=2)(C2C=CC=CC=2)C2C=CC=CC=2)([P](C2C=CC=CC=2)(C2C=CC=CC=2)C2C=CC=CC=2)[P](C2C=CC=CC=2)(C2C=CC=CC=2)C2C=CC=CC=2)(C2C=CC=CC=2)C2C=CC=CC=2)=CC=1.C(O)C.C1(C)C=CC=CC=1>[N:5]1[C:6]2[C:15](=[CH:14][CH:13]=[C:12]3[C:7]=2[N:8]=[CH:9][CH:10]=[CH:11]3)[C:2]([C:6]2[CH:7]=[C:12]([C:41]3[N:42]=[C:43]([C:45]4[CH:50]=[CH:49][CH:48]=[CH:47][CH:46]=4)[N:44]=[C:39]([C:26]4[CH:25]=[CH:24][CH:29]=[CH:28][CH:27]=4)[N:40]=3)[CH:13]=[C:14]([C:11]3[C:12]4[C:7](=[C:6]5[C:15](=[CH:14][CH:13]=4)[CH:2]=[CH:3][CH:4]=[N:5]5)[N:8]=[CH:9][CH:10]=3)[CH:15]=2)=[CH:3][CH:4]=1 |f:2.3,4.5.6,^1:69,71,90,109|. Reported procedure: In a stream of argon, 1.42 g of 4-bromo-1,10-phenanthroline, 1.29 g 2-[3,5-bis(4,4,5,5-tetramethyl-1,3,2-dioxaborolan-2-yl)phenyl]-4,6-diphenyl-1,3,5-triazine, 515 mg of lithium chloride and 266 mg of tetrakis(triphenylphosphine)palladium were suspended in a toluene (52 mL)/ethanol (13 mL) mixed solvent. 9.2 mL of a 2.0 M aqueous sodium carbonate solution was added in the suspension, and the mixture was stirred at 100° C. for 94 hours. Then the reaction mixture was left to be cooled to room temp... Starting materials: CC(C)(C)n1ncc(O)c(Cl)c1=O, CCCOCC(C)(C)Oc1ccc(CBr)cc1. Yields the product CCCOCC(C)(C)Oc1ccc(COc2cnn(C(C)(C)C)c(=O)c2Cl)cc1. RXN SMILES: [C:1]([CH3:2])([CH3:3])([CH3:4])[n:5]1[n:6][cH:7][c:8]([OH:13])[c:9]([Cl:12])[c:10]1=[O:11].[CH3:14][C:15]([CH2:16][O:17][CH2:18][CH2:19][CH3:20])([O:21][c:22]1[cH:23][cH:24][c:25]([CH2:26][Br:27])[cH:28][cH:29]1)[CH3:30]>>[C:1]([CH3:2])([CH3:3])([CH3:4])[n:5]1[n:6][cH:7][c:8]([O:13][CH2:26][c:25]2[cH:24][cH:23][c:22]([O:21][C:15]([CH3:14])([CH2:16][O:17][CH2:18][CH2:19][CH3:20])[CH3:30])[cH:29][cH:28]2)[c:9]([Cl:12])[c:10]1=[O:11]. Reactants: COC(=O)O, C1CCCCC1, OCCN1CCOCC1. The product is COCCN1CCOCC1. Reaction SMILES: [C:1]([O:2][CH3:3])(=[O:4])[OH:5].[CH2:15]1[CH2:16][CH2:17][CH2:18][CH2:19][CH2:20]1.[OH:6][CH2:7][CH2:8][N:9]1[CH2:10][CH2:11][O:12][CH2:13][CH2:14]1>>[CH2:1]([O:2][CH3:3])[CH2:8][N:9]1[CH2:10][CH2:11][O:12][CH2:13][CH2:14]1.